describe an organic reaction: reactants, conditions, products, and yield From a dataset of the Open Reaction Database (ORD), a public repository of structured organic reaction records. Starting materials: CCC(C)=O, C, O=C1Nc2ccccc2C12CCCNC2. The product is CCC(C)N1CCCC2(C1)C(=O)Nc1ccccc12. RXN SMILES: [CH3:16][C:17]([CH2:18][CH3:19])=[O:20].[CH4:21].[NH:1]1[CH2:2][C:3]2([C:4](=[O:12])[NH:5][c:6]3[cH:7][cH:8][cH:9][cH:10][c:11]32)[CH2:13][CH2:14][CH2:15]1>>[N:1]1([CH:17]([CH3:16])[CH2:18][CH3:19])[CH2:2][C:3]2([C:4](=[O:12])[NH:5][c:6]3[cH:7][cH:8][cH:9][cH:10][c:11]32)[CH2:13][CH2:14][CH2:15]1. The reactants are CI (Methyl iodide), O1C(=NC2=C1C=CC=C2)S (benzooxazole-2-thiol). Solvent: C1CCOC1 (THF). Reaction conditions: time 80 hour. Product: CSC=1OC2=C(N1)C=CC=C2 (2-methylsulfanyl-benzooxazole). As a reaction SMILES: [CH3:1]I.[O:3]1[C:7]2[CH:8]=[CH:9][CH:10]=[CH:11][C:6]=2[N:5]=[C:4]1[SH:12]>C1COCC1>[CH3:1][S:12][C:4]1[O:3][C:7]2[CH:8]=[CH:9][CH:10]=[CH:11][C:6]=2[N:5]=1. Reported procedure: Methyl iodide (20 mL, 320 mmol) was added to a solution of benzooxazole-2-thiol (25.0 g, 165 mmol) taken in dry THF (250 mL) and the reaction mixture was stirred at room temperature for 80 hours, after which it was concentrated to give 2-methylsulfanyl-benzooxazole. Reactants: COC(=O)C(Br)CC(C)C, [H-], [Na+], CN(C)C=O, CC(C)(C)OC(=O)N1CCN(C(=O)c2ccc(C(O)c3ccccc3)cc2)CC1. Product: COC(=O)C(CC(C)C)OC(c1ccccc1)c1ccc(C(=O)N2CCN(C(=O)OC(C)(C)C)CC2)cc1. Reaction SMILES: [Br:32][CH:33]([C:34](=[O:35])[O:36][CH3:37])[CH2:38][CH:39]([CH3:40])[CH3:41].[H-:30].[Na+:31].[O:42]=[CH:43][N:44]([CH3:45])[CH3:46].[OH:1][CH:2]([c:3]1[cH:4][cH:5][c:6]([C:7](=[O:8])[N:9]2[CH2:10][CH2:11][N:12]([C:15](=[O:16])[O:17][C:18]([CH3:19])([CH3:20])[CH3:21])[CH2:13][CH2:14]2)[cH:22][cH:23]1)[c:24]1[cH:25][cH:26][cH:27][cH:28][cH:29]1>>[O:1]([CH:2]([c:3]1[cH:4][cH:5][c:6]([C:7](=[O:8])[N:9]2[CH2:10][CH2:11][N:12]([C:15](=[O:16])[O:17][C:18]([CH3:19])([CH3:20])[CH3:21])[CH2:13][CH2:14]2)[cH:22][cH:23]1)[c:24]1[cH:25][cH:26][cH:27][cH:28][cH:29]1)[CH:33]([C:34](=[O:35])[O:36][CH3:37])[CH2:38][CH:39]([CH3:40])[CH3:41]. Starting materials: CC(=O)OO, COc1ccc(C)cc1. Product: COc1ccc(C)cc1O. As a reaction SMILES: [C:10]([O:11][OH:13])(=[O:12])[CH3:14].[CH3:1][c:2]1[cH:3][cH:4][c:5]([O:8][CH3:9])[cH:6][cH:7]1>>[CH3:1][c:2]1[cH:3][c:4]([OH:12])[c:5]([O:8][CH3:9])[cH:6][cH:7]1. Reactants: CC(C)(C)CC1CC(C#CC(=O)C(CCCOCc2ccccc2)CC(=O)OC(C)(C)C)C1, CO, CO[NH3+], [Cl-], [Na+], [Na+], O=S(=O)([O-])[O-], c1ccncc1. Yields the product CON=C(C#CC1CC(CC(C)(C)C)C1)C(CCCOCc1ccccc1)CC(=O)OC(C)(C)C. Reaction SMILES: [CH2:1]([c:2]1[cH:3][cH:4][cH:5][cH:6][cH:7]1)[O:8][CH2:9][CH2:10][CH2:11][CH:12]([CH2:13][C:14](=[O:15])[O:16][C:17]([CH3:18])([CH3:19])[CH3:20])[C:21]([C:22]#[C:23][CH:24]1[CH2:25][CH:26]([CH2:28][C:29]([CH3:30])([CH3:31])[CH3:32])[CH2:27]1)=[O:33].[CH3:34][OH:35].[CH3:44][O:45][NH3+:46].[Cl-:43].[Na+:36].[Na+:37].[O-:38][S:39](=[O:40])(=[O:41])[O-:42].[cH:47]1[cH:48][cH:49][n:50][cH:51][cH:52]1>>[CH2:1]([c:2]1[cH:3][cH:4][cH:5][cH:6][cH:7]1)[O:8][CH2:9][CH2:10][CH2:11][CH:12]([CH2:13][C:14](=[O:15])[O:16][C:17]([CH3:18])([CH3:19])[CH3:20])[C:21]([C:22]#[C:23][CH:24]1[CH2:25][CH:26]([CH2:28][C:29]([CH3:30])([CH3:31])[CH3:32])[CH2:27]1)=[N:46][O:45][CH3:44]. Starting materials: CCNCC, CCOC(C)=O, [Cl-], O=C(O)Cc1ccc([N+](=O)[O-])cc1Cl. The product is CCN(CC)C(=O)Cc1ccc([N+](=O)[O-])cc1Cl. RXN SMILES: [CH2:16]([CH3:17])[NH:18][CH2:19][CH3:20].[CH3:21][CH2:22][O:23][C:24](=[O:25])[CH3:26].[Cl-:1].[Cl:2][c:3]1[c:4]([CH2:12][C:13](=[O:14])[OH:15])[cH:5][cH:6][c:7]([N+:9](=[O:10])[O-:11])[cH:8]1>>[Cl:2][c:3]1[c:4]([CH2:12][C:13](=[O:15])[N:18]([CH2:16][CH3:17])[CH2:19][CH3:20])[cH:5][cH:6][c:7]([N+:9](=[O:10])[O-:11])[cH:8]1. Reactants: ClCCl, [H-], [Na+], CN(C)C=O, O, O=S(=O)(Cl)c1ccccc1, CCOC(=O)c1cc2ccccc2[nH]1. Yields the product CCOC(=O)c1cc2ccccc2n1S(=O)(=O)c1ccccc1. RXN SMILES: [Cl:27][CH2:28][Cl:29].[H-:16].[Na+:15].[O:30]=[CH:31][N:32]([CH3:33])[CH3:34].[OH2:35].[c:17]1([S:23](=[O:24])(=[O:25])[Cl:26])[cH:18][cH:19][cH:20][cH:21][cH:22]1.[nH:1]1[c:2]([C:10](=[O:11])[O:12][CH2:13][CH3:14])[cH:3][c:4]2[cH:5][cH:6][cH:7][cH:8][c:9]12>>[n:1]1([S:23]([c:17]2[cH:18][cH:19][cH:20][cH:21][cH:22]2)(=[O:24])=[O:25])[c:2]([C:10](=[O:11])[O:12][CH2:13][CH3:14])[cH:3][c:4]2[cH:5][cH:6][cH:7][cH:8][c:9]12. Reaction SMILES: [CH3:32][CH2:33][O:34][C:35](=[O:36])[CH3:37].[F:1][C:2]([CH:3]=[N:4][NH:5][CH:6]1[CH2:7][CH2:8][N:9]([C:12](=[O:13])[O:14][CH2:15][c:16]2[cH:17][cH:18][cH:19][cH:20][cH:21]2)[CH2:10][CH2:11]1)([F:22])[F:23].[O:24]=[C:25]1[N:26]([Br:31])[C:27](=[O:28])[CH2:29][CH2:30]1.[O:39]=[CH:40][N:41]([CH3:42])[CH3:43].[OH2:38]>>[F:1][C:2]([C:3](=[N:4][NH:5][CH:6]1[CH2:7][CH2:8][N:9]([C:12](=[O:13])[O:14][CH2:15][c:16]2[cH:17][cH:18][cH:19][cH:20][cH:21]2)[CH2:10][CH2:11]1)[Br:31])([F:22])[F:23]. The product is O=C(OCc1ccccc1)N1CCC(NN=C(Br)C(F)(F)F)CC1. Reactants: CCOC(C)=O, O=C(OCc1ccccc1)N1CCC(NN=CC(F)(F)F)CC1, O=C1CCC(=O)N1Br, CN(C)C=O, O.